This data is from the Open Reaction Database (ORD), a public repository of structured organic reaction records. The task is: describe an organic reaction: reactants, conditions, products, and yield Reagents/catalysts: C(C)(=O)[O-].[Pd+2].C(C)(=O)[O-] (palladium (II) acetate). Run in O (water). As a reaction SMILES: [Cl:1][C:2]1[C:3]([F:38])=[C:4]([C@@H:8]2[C@:12]([C:15]3[CH:20]=[CH:19][C:18]([Cl:21])=[CH:17][C:16]=3[F:22])([C:13]#[N:14])[C@H:11]([CH2:23][C:24]([CH3:27])([CH3:26])[CH3:25])[NH:10][C@H:9]2[C:28]([NH:30][C:31]2[CH:36]=[CH:35][C:34](I)=[CH:33][N:32]=2)=[O:29])[CH:5]=[CH:6][CH:7]=1.CN(C=O)C.C(=O)([O-])[O-].[K+].[K+]>C([O-])(=O)C.[Pd+2].C([O-])(=O)C.O>[N:32]1[CH:33]=[CH:34][CH:35]=[CH:36][C:31]=1[NH:30][C:28]([C@H:9]1[C@H:8]([C:4]2[CH:5]=[CH:6][CH:7]=[C:2]([Cl:1])[C:3]=2[F:38])[C@:12]([C:15]2[CH:20]=[CH:19][C:18]([Cl:21])=[CH:17][C:16]=2[F:22])([C:13]#[N:14])[C@H:11]([CH2:23][C:24]([CH3:27])([CH3:26])[CH3:25])[NH:10]1)=[O:29] |f:2.3.4,5.6.7|. Reactants: ClC=1C(=C(C=CC1)[C@H]1[C@@H](N[C@H]([C@]1(C#N)C1=C(C=C(C=C1)Cl)F)CC(C)(C)C)C(=O)NC1=NC=C(C=C1)I)F ((2R,3S,4R,5S)-3-(3-chloro-2-fluorophenyl)-4-(4-chloro-2-fluorophenyl)-4-cyano-N-(5-iodopyridin-2-yl)-5-neopentylpyrrolidine-2-carboxamide), CN(C)C=O (DMF), C([O-])([O-])=O.[K+].[K+] (Potassium carbonate). Product: N1=C(C=CC=C1)NC(=O)[C@@H]1N[C@H]([C@]([C@H]1C1=C(C(=CC=C1)Cl)F)(C#N)C1=C(C=C(C=C1)Cl)F)CC(C)(C)C ((2R,3S,4R,5S)-4-(4-Chloro-2-fluoro-phenyl)-3-(3-chloro-2-fluoro-phenyl)-4-cyano-5-(2,2-dimethyl-propyl)-pyrrolidine-2-carboxylic acid pyridin-2-ylamide). Reaction conditions: temperature 70 celsius, time 3 hour. Procedure details: In a 50 ml pressure tube, (2R,3S,4R,5S)-3-(3-chloro-2-fluorophenyl)-4-(4-chloro-2-fluorophenyl)-4-cyano-N-(5-iodopyridin-2-yl)-5-neopentylpyrrolidine-2-carboxamide (87 mg, 130 μmol, Eq: 1.00) was combined with DMF (3.48 ml) and water (174 μl). Potassium carbonate (35.9 mg, 260 μmol, Eq: 2) was added. The mixture was bubbled with nitrogen and then palladium (II) acetate (3.48 mg, 15.5 μmol, Eq: 0.119) was added. The tube was subjected to CO atmosphere at 40 PSI and stirred for 3 hours at 70° C. Starting materials: CCCCc1ccc2nc(Br)sc2c1, O=C([O-])O, CC(=O)O, [Na+]. Product: CCCC(=O)c1ccc2nc(Br)sc2c1. RXN SMILES: [Br:1][c:2]1[s:3][c:4]2[c:5]([n:6]1)[cH:7][cH:8][c:9]([CH2:11][CH2:12][CH2:13][CH3:14])[cH:10]2.[C:15]([O-:16])(=[O:17])[OH:18].[CH3:20][C:21](=[O:22])[OH:23].[Na+:19]>>[Br:1][c:2]1[s:3][c:4]2[c:5]([n:6]1)[cH:7][cH:8][c:9]([C:11]([CH2:12][CH2:13][CH3:14])=[O:16])[cH:10]2.